describe an organic reaction: reactants, conditions, products, and yield From a dataset of the Open Reaction Database (ORD), a public repository of structured organic reaction records. The reactants are Cl.ClC=1C=C(C=C(C1)Cl)NN (3,5-dichlorophenylhydrazine hydrochloride), C(C(=O)C)(=O)OCC (ethyl pyruvate). The solvent is C(C)O (ethyl alcohol). Product: ClC=1C=C(C=C(C1)Cl)NNC(C(=O)OCC)C (ethyl 2-(3,5-dichlorophenylhydrazino)propionate). RXN SMILES: Cl.[Cl:2][C:3]1[CH:4]=[C:5]([NH:10][NH2:11])[CH:6]=[C:7]([Cl:9])[CH:8]=1.[C:12]([O:17][CH2:18][CH3:19])(=[O:16])[C:13]([CH3:15])=O>C(O)C>[Cl:2][C:3]1[CH:4]=[C:5]([NH:10][NH:11][CH:13]([CH3:15])[C:12]([O:17][CH2:18][CH3:19])=[O:16])[CH:6]=[C:7]([Cl:9])[CH:8]=1 |f:0.1|. Procedure details: A mixture of 3,5-dichlorophenylhydrazine hydrochloride (5.07 g) and ethyl pyruvate (3.96 ml) in ethyl alcohol (30 ml) was refluxed for 2 hours, and the solvent was evaporated under reduced pressure. The residual solid was triturated with hexane to give ethyl 2-(3,5-dichlorophenylhydrazino)propionate (5.60 g). APCI-Mass m/Z 275/277 (M+H). Reactants: CC(C)CC(CN(OCc1ccccc1)C(=O)OC(C)(C)C)C(=O)N1C(=O)OCC1Cc1ccccc1, [Li+], [Na+], [Na+], [OH-], OO, O=S([O-])[O-]. The product is CC(C)CC(CN(OCc1ccccc1)C(=O)OC(C)(C)C)C(=O)O. As a reaction SMILES: [CH2:1]([CH:2]1[CH2:3][O:4][C:5](=[O:6])[N:7]1[C:14](=[O:15])[CH:16]([CH2:17][N:18]([C:19]([O:20][C:21]([CH3:22])([CH3:23])[CH3:24])=[O:25])[O:26][CH2:27][c:28]1[cH:29][cH:30][cH:31][cH:32][cH:33]1)[CH2:34][CH:35]([CH3:36])[CH3:37])[c:8]1[cH:9][cH:10][cH:11][cH:12][cH:13]1.[Li+:39].[Na+:46].[Na+:47].[OH-:38].[OH:40][OH:41].[S:42](=[O:43])([O-:44])[O-:45]>>[C:14]([OH:15])([CH:16]([CH2:17][N:18]([C:19]([O:20][C:21]([CH3:22])([CH3:23])[CH3:24])=[O:25])[O:26][CH2:27][c:28]1[cH:29][cH:30][cH:31][cH:32][cH:33]1)[CH2:34][CH:35]([CH3:36])[CH3:37])=[O:43]. As a reaction SMILES: Br.[OH:2][C:3]1[C:19]([OH:20])=[CH:18][C:6]2[CH:7]([C:12]3[CH:17]=[CH:16][CH:15]=[CH:14][CH:13]=3)[CH2:8][NH:9][CH2:10][CH2:11][C:5]=2[CH:4]=1.[OH-].[Na+].[C:23](Cl)([O:25][CH2:26][C:27]1[CH:32]=[CH:31][CH:30]=[CH:29][CH:28]=1)=[O:24]>CN(C)C=O>[OH:2][C:3]1[C:19]([OH:20])=[CH:18][C:6]2[CH:7]([C:12]3[CH:17]=[CH:16][CH:15]=[CH:14][CH:13]=3)[CH2:8][N:9]([C:23]([O:25][CH2:26][C:27]3[CH:32]=[CH:31][CH:30]=[CH:29][CH:28]=3)=[O:24])[CH2:10][CH2:11][C:5]=2[CH:4]=1 |f:0.1,2.3|. The reactants are Br.OC1=CC2=C(C(CNCC2)C2=CC=CC=C2)C=C1O (7,8-dihydroxy-1-phenyl-2,3,4,5-tetrahydro-1H-3-benzazepine hydrobromide), [OH-].[Na+] (sodium hydroxide), C(=O)(OCC1=CC=CC=C1)Cl (carbobenzyloxy chloride). Yields the product OC1=CC2=C(C(CN(CC2)C(=O)OCC2=CC=CC=C2)C2=CC=CC=C2)C=C1O (7,8-dihydroxy-N-carbobenzyloxy-1-phenyl-2,3,4,5-tetrahydro-1-H-3-benzazepine). Procedure details: A solution of 7.10 g. (18.6 mole) of 7,8-dihydroxy-1-phenyl-2,3,4,5-tetrahydro-1H-3-benzazepine hydrobromide in 120 ml. of aqueous dimethyl-formamide at 0° under an argon atmosphere is basified to pH 10.0 with 10% sodium hydroxide solution. To this cold mixture is added 13.0 g. (76 mole) of carbobenzyloxy chloride in small portions over 15 minutes with concomitant addition of 10% alkali so as to maintain a pH of 10 to 10.5. The reaction is allowed to warm to room temperature after stirring at 0°... The solvent is CN(C=O)C (dimethyl-formamide). The reactants are C1(CC1)N (cyclopropylamine), BrCC1=C(C(NC(N1C1=CC(=CC=C1)C(F)(F)F)=O)C1=C(C=C(C=C1)C#N)S(=O)(=O)C)C(=O)OCC ((rac)-Ethyl 6-(bromomethyl)-4-[4-cyano-2-(methylsulfonyl)phenyl]-2-oxo-1-[3-(trifluoromethyl)phenyl]-1,2,3,4-tetrahydropyrimidine-5-carboxylate), C(C)#N.O (acetonitrile water). Run in C(C)#N (acetonitrile), C(=O)(C(F)(F)F)O (TFA), C1CCOC1 (THF), C(C)#N (acetonitrile). Reaction conditions: time 8 hour. Product: C1(CC1)N1CC=2N(C(NC(C2C1=O)C1=C(C=C(C#N)C=C1)S(=O)(=O)C)=O)C1=CC(=CC=C1)C(F)(F)F ((rac)-4-{6-Cyclopropyl-2,5-dioxo-1-[3-(trifluoromethyl)phenyl]-2,3,4,5,6,7-hexahydro-1H-pyrrolo[3,4-d]pyrimidin-4-yl}-3-(methylsulfonyl)benzonitrile). Reaction SMILES: Br[CH2:2][C:3]1[N:8]([C:9]2[CH:14]=[CH:13][CH:12]=[C:11]([C:15]([F:18])([F:17])[F:16])[CH:10]=2)[C:7](=[O:19])[NH:6][CH:5]([C:20]2[CH:25]=[CH:24][C:23]([C:26]#[N:27])=[CH:22][C:21]=2[S:28]([CH3:31])(=[O:30])=[O:29])[C:4]=1[C:32](OCC)=[O:33].[CH:37]1([NH2:40])[CH2:39][CH2:38]1.C(#N)C.O>C(#N)C.C(O)(C(F)(F)F)=O.C1COCC1>[CH:37]1([N:40]2[C:32](=[O:33])[C:4]3[CH:5]([C:20]4[CH:25]=[CH:24][C:23]([C:26]#[N:27])=[CH:22][C:21]=4[S:28]([CH3:31])(=[O:29])=[O:30])[NH:6][C:7](=[O:19])[N:8]([C:9]4[CH:14]=[CH:13][CH:12]=[C:11]([C:15]([F:18])([F:16])[F:17])[CH:10]=4)[C:3]=3[CH2:2]2)[CH2:39][CH2:38]1 |f:2.3|. Procedure: (rac)-Ethyl 6-(bromomethyl)-4-[4-cyano-2-(methylsulfonyl)phenyl]-2-oxo-1-[3-(trifluoromethyl)phenyl]-1,2,3,4-tetrahydropyrimidine-5-carboxylate (200 mg, 0.34 mmol; Example 13A) was dissolved in acetonitrile (5 ml), cyclopropylamine (58.4 mg, 1.02 mmol) was added and the mixture was stirred at RT overnight. The reaction mixture was then purified directly by preparative HPLC (column: Kromasil C18, 125 mm×20 mm, 5 μm, 100 Å; mobile phase A: water with 0.01% formic acid, mobile phase B acetonitrile;... Starting materials: Cl (hydrochloride), C(C)(C)(C)OC(=O)N1C[C@@H](CC1)CN ((S)-3-aminomethyl-pyrrolidine-1-carboxylic acid tert-butyl ester), ClC1=NC2=CC=C(C=C2N=C1)Cl (2,6-dichloro-quinoxaline), tert-butyloxy carbonyl, ClC1=CC2=C(N=C(O2)NCC2CNCC2)C=C1 ((6-Chloro-benzooxazol-2-yl)-pyrrolidin-3-ylmethyl-amine), Cl (HCl). The solvent is O1CCOCC1 (dioxane). The product is ClC=1C=C2N=CC(=NC2=CC1)NC[C@H]1CNCC1 ((6-Chloro-quinoxalin-2-yl)-(R)-1-pyrrolidin-3-ylmethyl-amine). As a reaction SMILES: [Cl:1][C:2]1[CH:17]=[CH:16][C:5]2[N:6]=[C:7]([NH:9][CH2:10][CH:11]3[CH2:15][CH2:14][NH:13][CH2:12]3)O[C:4]=2[CH:3]=1.Cl.C(O[C:24]([N:26]1CC[C@@H](CN)C1)=O)(C)(C)C.ClC1C=NC2C(=CC=C(Cl)C=2)N=1>O1CCOCC1>[Cl:1][C:2]1[CH:3]=[C:4]2[C:5](=[CH:16][CH:17]=1)[N:6]=[C:7]([NH:9][CH2:10][C@@H:11]1[CH2:15][CH2:14][NH:13][CH2:12]1)[CH:24]=[N:26]2. Procedure: In analogy to the procedure described for the synthesis of (6-Chloro-benzooxazol-2-yl)-pyrrolidin-3-ylmethyl-amine; hydrochloride (example 1, step 2) the title compound was prepared from (S)-3-aminomethyl-pyrrolidine-1-carboxylic acid tert-butyl ester and 2,6-dichloro-quinoxaline (commercially available) and subsequent cleavage of the tert-butyloxy carbonyl-protecting group through treatment with HCl in dioxane. MS (m/e): 263.1 (MH+).